The task is: describe an organic reaction: reactants, conditions, products, and yield. This data is from the Open Reaction Database (ORD), a public repository of structured organic reaction records. Isolated yield 100.1%. The product is C(CC)C1=CC=C(C=C1)C=1C=CC2=C(C=C(CCS2(=O)=O)C(=O)O)C1 (7-(4-propylphenyl)-1,1-dioxo-2,3-dihydro-1-benzothiepine-4-carboxylic acid). Reaction SMILES: [CH2:1]([C:4]1[CH:9]=[CH:8][C:7]([C:10]2[CH:11]=[CH:12][C:13]3[S:19](=[O:21])(=[O:20])[CH2:18][CH2:17][C:16]([C:22]([O:24]C)=[O:23])=[CH:15][C:14]=3[CH:26]=2)=[CH:6][CH:5]=1)[CH2:2][CH3:3].Cl>COCCOC>[CH2:1]([C:4]1[CH:9]=[CH:8][C:7]([C:10]2[CH:11]=[CH:12][C:13]3[S:19](=[O:20])(=[O:21])[CH2:18][CH2:17][C:16]([C:22]([OH:24])=[O:23])=[CH:15][C:14]=3[CH:26]=2)=[CH:6][CH:5]=1)[CH2:2][CH3:3]. Starting materials: C(CC)C1=CC=C(C=C1)C=1C=CC2=C(C=C(CCS2(=O)=O)C(=O)OC)C1 (methyl 7-(4-propylphenyl)-1,1-dioxo-2,3-dihydro-1-benzothiepine-4-carboxylate), Cl (hydrochloric acid). Run in COCCOC (1, 2-dimethoxyethane). Procedure details: To a solution of methyl 7-(4-propylphenyl)-1,1-dioxo-2,3-dihydro-1-benzothiepine-4-carboxylate (450 mg) in 1, 2-dimethoxyethane (15 ml) was added 6N hydrochloric acid (7.5 ml), and the mixture was refluxed for 40 hours, cooled to room temperature and extracted with ethyl acetate. The organic layer was washed with saturated brine, dried with magnesium sulfate and concentrated under reduced pressure to give crystals, which were collected by filtration and recrystallized from THF/diisopropylether t... Reactants: solution, I(=O)(=O)(=O)[O-].[Na+] (Sodium periodate), [Mn](=O)(=O)(=O)[O-].[K+] (Potassium permanganate), CC(C)(OC(=O)OCC1=CC=C(C=C1)[N+](=O)[O-])[C@@H]1C(N([C@@H]1CC=C)C(C(=O)OC)=C(C)C)=O (methyl 2-{(3R,4R)-3-[1-methyl-1-(4-nitrobenzyloxycarbonyloxy)ethyl]-2-oxo-4-(prop-2-enyl)azetidin-1-yl}-3-methylbut-2-enoate), CC(=O)C (acetone), P(=O)([O-])([O-])[O-] (phosphate), Cl (hydrochloric acid). Solvent: O (water). Run at time 20 minute. Product: CC(C)(OC(=O)OCC1=CC=C(C=C1)[N+](=O)[O-])[C@H]1[C@H](NC1=O)CC(=O)O ({(2R,3R)-3-[1-methyl-1-(4-nitrobenzyloxycarbonyloxy)ethyl]-4-oxoazetidin-2-yl}acetic acid). As a reaction SMILES: [CH3:1][C:2]([C@H:18]1[C@@H:21]([CH2:22]C=C)[N:20](C(=C(C)C)C(OC)=O)[C:19]1=[O:33])([O:4][C:5]([O:7][CH2:8][C:9]1[CH:14]=[CH:13][C:12]([N+:15]([O-:17])=[O:16])=[CH:11][CH:10]=1)=[O:6])[CH3:3].P([O-])([O-])([O-])=O.I([O-])(=O)(=O)=O.[Na+].[Mn]([O-])(=O)(=O)=[O:46].[K+].Cl.C[C:53](C)=[O:54]>O>[CH3:3][C:2]([C@@H:18]1[C:19](=[O:33])[NH:20][C@@H:21]1[CH2:22][C:53]([OH:54])=[O:46])([O:4][C:5]([O:7][CH2:8][C:9]1[CH:10]=[CH:11][C:12]([N+:15]([O-:17])=[O:16])=[CH:13][CH:14]=1)=[O:6])[CH3:1] |f:2.3,4.5|. Procedure details: To a solution of methyl 2-{(3R,4R)-3-[1-methyl-1-(4-nitrobenzyloxycarbonyloxy)ethyl]-2-oxo-4-(prop-2-enyl)azetidin-1-yl}-3-methylbut-2-enoate (50 mg) in acetone (2.79 ml) were added water (0.93 ml) and a 0.7M solution of phosphate buffer (pH 6.8, 1.86 ml) at ambient temperature. Sodium periodate (139 mg) was added to the resulting suspension at ambient temperature and the mixture was stirred for 20 minutes. Potassium permanganate (26 mg) was then added and the resulting mixture was stirred for 2... Reactants: ice water, ClC1=CC=C(C(=N1)OCC1=CC=CC=C1)[N+](=O)[O-] (6-chloro-2-benzyloxy-3-nitropyridine), ClC1=C(C=C(C(=C1)F)N1C(N(C(=CC1=O)C(F)(F)F)C)=O)O (2-chloro-4-fluoro-5-[3-methyl-2,6-dioxo-4-(trifluoromethyl)-1,2,3,6-tetrahydropyrimidin-1-yl]phenol), C([O-])([O-])=O.[K+].[K+] (potassium carbonate). Solvent: CN(C=O)C (N,N-dimethylformamide). Run at time 30 minute. Yields the product ClC1=C(OC2=CC=C(C(=N2)OCC2=CC=CC=C2)[N+](=O)[O-])C=C(C(=C1)F)N1C(N(C(=CC1=O)C(F)(F)F)C)=O (6-{2-chloro-4-fluoro-5-[3-methyl-2,6-dioxo-4-(trifluoromethyl)-1,2,3,6-tetrahydropyrimidin-1-yl]phenoxy}-2-benzyloxy-3-nitropyridine). Isolated yield 80.4%. RXN SMILES: Cl[C:2]1[N:7]=[C:6]([O:8][CH2:9][C:10]2[CH:15]=[CH:14][CH:13]=[CH:12][CH:11]=2)[C:5]([N+:16]([O-:18])=[O:17])=[CH:4][CH:3]=1.[Cl:19][C:20]1[CH:25]=[C:24]([F:26])[C:23]([N:27]2[C:32](=[O:33])[CH:31]=[C:30]([C:34]([F:37])([F:36])[F:35])[N:29]([CH3:38])[C:28]2=[O:39])=[CH:22][C:21]=1[OH:40].C(=O)([O-])[O-].[K+].[K+]>CN(C)C=O>[Cl:19][C:20]1[CH:25]=[C:24]([F:26])[C:23]([N:27]2[C:32](=[O:33])[CH:31]=[C:30]([C:34]([F:35])([F:37])[F:36])[N:29]([CH3:38])[C:28]2=[O:39])=[CH:22][C:21]=1[O:40][C:2]1[N:7]=[C:6]([O:8][CH2:9][C:10]2[CH:15]=[CH:14][CH:13]=[CH:12][CH:11]=2)[C:5]([N+:16]([O-:18])=[O:17])=[CH:4][CH:3]=1 |f:2.3.4|. Procedure: A mixture of 5.29 g of 6-chloro-2-benzyloxy-3-nitropyridine, 6.77 g of 2-chloro-4-fluoro-5-[3-methyl-2,6-dioxo-4-(trifluoromethyl)-1,2,3,6-tetrahydropyrimidin-1-yl]phenol, 3.32 g of potassium carbonate and 30 ml of N,N-dimethylformamide was stirred for 30 minutes at room temperature, then at 50° C. for 2.5 hours. The resulted residue was added to ice water, extracted with ethyl acetate, and organic layer was washed with saturated saline, dried over anhydrous magnesium sulfate, and concentrated. ... The product is O=C1NC(=S)SC1=Cc1cc(Cc2ccc(Cl)cc2)cs1. Reactants: CC(=O)O, CC(=O)[O-], O=Cc1cc(Cc2ccc(Cl)cc2)cs1, [Na+], O, O=C1CSC(=S)N1. Reaction SMILES: [CH3:1][C:2](=[O:3])[OH:4].[CH3:28][C:29](=[O:30])[O-:31].[Cl:5][c:6]1[cH:7][cH:8][c:9]([CH2:10][c:11]2[cH:12][c:13]([CH:16]=[O:17])[s:14][cH:15]2)[cH:18][cH:19]1.[Na+:27].[OH2:32].[S:20]1[C:21](=[S:22])[NH:23][C:24](=[O:25])[CH2:26]1>>[Cl:5][c:6]1[cH:7][cH:8][c:9]([CH2:10][c:11]2[cH:12][c:13]([CH:16]=[C:26]3[S:20][C:21](=[S:22])[NH:23][C:24]3=[O:25])[s:14][cH:15]2)[cH:18][cH:19]1. Starting materials: BrC=1C=C(C=CC1)C=1N=C2N(C(=C(C(=C2)C)C(C(=O)OC)=O)Cl)C1 (methyl 2-(2-(3-bromophenyl)-5-chloro-7-methylimidazo[1,2-a]pyridin-6-yl)-2-oxoacetate), C(CC=C)C1(CCN(CC1)C1=C(C(=CC=2N1C=C(N2)C(=O)OCC)C)C(C(=O)OC)=O)C (ethyl 5-(4-(but-3-en-1-yl)-4-methylpiperidin-1-yl)-6-(2-methoxy-2-oxoacetyl)-7-methylimidazo[1,2-a]pyridine-2-carboxylate). Product: C(C=C)OC1(CCN(CC1)C1=C(C(=CC=2N1C=C(N2)C2=CC(=CC=C2)Br)C)C(C(=O)OC)=O)C (Methyl 2-(5-(4-(allyloxy)-4-methylpiperidin-1-yl)-2-(3-bromophenyl)-7-methylimidazo[1,2-a]pyridin-6-yl)-2-oxoacetate). Isolated yield 77.0%. Reaction SMILES: [Br:1][C:2]1[CH:3]=[C:4]([C:8]2[N:9]=[C:10]3[CH:15]=[C:14]([CH3:16])[C:13]([C:17](=[O:22])[C:18]([O:20][CH3:21])=[O:19])=[C:12](Cl)[N:11]3[CH:24]=2)[CH:5]=[CH:6][CH:7]=1.C(C1(C)CCN([C:35]2[N:40]3C=C(C(OCC)=O)N=[C:39]3[CH:38]=[C:37]([CH3:49])[C:36]=2C(=O)C(OC)=O)CC1)CC=C>>[CH2:18]([O:19][C:37]1([CH3:49])[CH2:36][CH2:35][N:40]([C:12]2[N:11]3[CH:24]=[C:8]([C:4]4[CH:5]=[CH:6][CH:7]=[C:2]([Br:1])[CH:3]=4)[N:9]=[C:10]3[CH:15]=[C:14]([CH3:16])[C:13]=2[C:17](=[O:22])[C:18]([O:20][CH3:21])=[O:19])[CH2:39][CH2:38]1)[CH:17]=[CH2:13]. Procedure: Prepared from methyl 2-(2-(3-bromophenyl)-5-chloro-7-methylimidazo[1,2-a]pyridin-6-yl)-2-oxoacetate in 77% yield following the same procedure as ethyl 5-(4-(but-3-en-1-yl)-4-methylpiperidin-1-yl)-6-(2-methoxy-2-oxoacetyl)-7-methylimidazo[1,2-a]pyridine-2-carboxylate. 1H NMR (500 MHz, CDCl3) δ 8.10 (s, 1H), 8.00 (s, 1H), 7.93 (d, J=7.6 Hz, 1H), 7.53-7.49 (m, 1H), 7.41 (br. s., 1H), 7.34 (t, J=7.8 Hz, 1H), 6.24-6.09 (m, 1H), 5.53 (d, J=16.9 Hz, 1H), 5.41 (d, J=10.2 Hz, 1H), 4.03-4.00 (m, 2H), 3.97... Starting materials: [Cu]C#N (copper(I) cyanide), BrC1=C2CCCC(C2=CC=C1)=O (5-bromo-1-tetralone), C1(=CC=CC=C1)C (toluene). Reagents/catalysts: O.O.O.O.O.O.[Fe](Cl)(Cl)Cl (iron(III) chloride hexahydrate). The solvent is O (water), Cl (hydrochloric acid), O (water), CN(C)C=O (DMF). Run at time 6 hour. Yields the product C(#N)C1=C2CCCC(C2=CC=C1)=O (5-Cyano-1-tetralone). As a reaction SMILES: [Cu][C:2]#[N:3].Br[C:5]1[CH:14]=[CH:13][CH:12]=[C:11]2[C:6]=1[CH2:7][CH2:8][CH2:9][C:10]2=[O:15].C1(C)C=CC=CC=1>CN(C=O)C.O.Cl.O.O.O.O.O.O.[Fe](Cl)(Cl)Cl>[C:2]([C:5]1[CH:14]=[CH:13][CH:12]=[C:11]2[C:6]=1[CH2:7][CH2:8][CH2:9][C:10]2=[O:15])#[N:3] |f:6.7.8.9.10.11.12|. Reported procedure: 0.41 g (4.5 mmol) of copper(I) cyanide is added to a solution of 1.0 g (4.4 mmol) of 5-bromo-1-tetralone [see J. Org. Chem. 49, 4226 (1984)] in 1.3 ml of DMF, and the reaction mixture is stirred at 160° for 6 hours. The reaction mixture is then cooled to 80°, and a solution of 1.6 g of iron(III) chloride hexahydrate in 2.5 ml of water and 0.44 ml of concentrated hydrochloric acid is added. Stirring is continued for 45 minutes, the reaction mixture is cooled and diluted with water, and extraction...